Dataset: the Open Reaction Database (ORD), a public repository of structured organic reaction records. Task: describe an organic reaction: reactants, conditions, products, and yield The reactants are CC=1N=CC(=NC1)NC(C1=CC(=CC(=C1)O[C@@H]1COCC1)OCC1=CC=CC=C1)=O (N-(5-methylpyrazin-2-yl)-3-[(phenylmethyl)oxy]-5-[(3S)-tetrahydrofuran-3-yloxy]benzamide). Reagents/catalysts: [Pd] (Palladium on charcoal). The solvent is C(C)O (ethanol), C1CCOC1 (THF). Run at time 16 hour. Yields the product OC=1C=C(C(=O)NC2=NC=C(N=C2)C)C=C(C1)O[C@@H]1COCC1 (3-Hydroxy-N-(5-methylpyrazin-2-yl)-5-[(3S)-tetrahydrofuran-3-yloxy]benzamide). The yield is 92.5%. As a reaction SMILES: [CH3:1][C:2]1[N:3]=[CH:4][C:5]([NH:8][C:9](=[O:30])[C:10]2[CH:15]=[C:14]([O:16][C@H:17]3[CH2:21][CH2:20][O:19][CH2:18]3)[CH:13]=[C:12]([O:22]CC3C=CC=CC=3)[CH:11]=2)=[N:6][CH:7]=1>[Pd].C(O)C.C1COCC1>[OH:22][C:12]1[CH:11]=[C:10]([CH:15]=[C:14]([O:16][C@H:17]2[CH2:21][CH2:20][O:19][CH2:18]2)[CH:13]=1)[C:9]([NH:8][C:5]1[CH:4]=[N:3][C:2]([CH3:1])=[CH:7][N:6]=1)=[O:30]. Procedure: 10% Palladium on charcoal (500 mg) was added to a solution of N-(5-methylpyrazin-2-yl)-3-[(phenylmethyl)oxy]-5-[(3S)-tetrahydrofuran-3-yloxy]benzamide (5.0 g, 12.34 mmol) in ethanol (50 mL) and THF (100 mL) and the mixture stirred under an atmosphere of hydrogen at RT for 16 hours. The mixture was filtered through Celite®, the solvents evaporated in vacuo to a residue which was crystallised from ethyl acetate to give the desired material (3.6 g). 1H NMR δ (d6-DMSO): 2.0 (m, 1H), 2.25 (m, 1H), 2....